Dataset: the Open Reaction Database (ORD), a public repository of structured organic reaction records. Task: describe an organic reaction: reactants, conditions, products, and yield Starting materials: COC(CC(=O)C1CC1)=O (methyl-3-cyclopropyl-3-oxopropanoate), COC(N(C)C)OC (N,N-dimethylformamide dimethylacetal), ethyl acetate hexanes,1, Cl.Cl.N(N)C1=C2C=CC=NC2=CC=C1 (5-hydrazinoquinoline dihydrochloride), CN(C)\C=C(/C(=O)OC)\C(C1CC1)=O (α-[(dimethylamino)methylene]-β-oxo-cyclopropanepropanoic acid, (αZ)-methyl ester), COC(=O)C=1C=NN(C1C1CC1)C1=C2C=CC=NC2=CC=C1 (5-cyclopropyl-1-quinolin-5-yl-1H-pyrazole-4-carboxylic acid methyl ester). Solvent: C(C)N(CC)CC (Triethylamine), C(C)(=O)OCC (ethyl acetate), C(C)(=O)OCC (ethyl acetate). Run at temperature 75 celsius, time 1 hour. Yields the product C1(CC1)C1=C(C=NN1C1=C2C=CC=NC2=CC=C1)C(=O)O (5-Cyclopropyl-1-quinolin-5-yl-1H-pyrazole-4-carboxylic acid). RXN SMILES: COC(=O)CC(C1CC1)=O.COC(OC)N(C)C.CN(/C=C(/C(=O)C1CC1)\C(OC)=O)C.Cl.Cl.N(C1C=CC=C2C=1C=CC=N2)N.C[O:48][C:49]([C:51]1[CH:52]=[N:53][N:54]([C:59]2[CH:68]=[CH:67][CH:66]=[C:65]3[C:60]=2[CH:61]=[CH:62][CH:63]=[N:64]3)[C:55]=1[CH:56]1[CH2:58][CH2:57]1)=[O:50]>C(OCC)(=O)C.C(N(CC)CC)C>[CH:56]1([C:55]2[N:54]([C:59]3[CH:68]=[CH:67][CH:66]=[C:65]4[C:60]=3[CH:61]=[CH:62][CH:63]=[N:64]4)[N:53]=[CH:52][C:51]=2[C:49]([OH:50])=[O:48])[CH2:57][CH2:58]1 |f:3.4.5|. Procedure: A 200 liter glass-lined reactor under nitrogen was charged with ethyl acetate (51 liters), methyl-3-cyclopropyl-3-oxopropanoate (4.90 kg) and N,N-dimethylformamide dimethylacetal (4.31 kg). The reactor was heated to about 75° C. for four hours. Completion of conversion to α-[(dimethylamino)methylene]-β-oxo-cyclopropanepropanoic acid, (αZ)-methyl ester was confirmed using thin-layer chromatography analysis (ethyl acetate/hexanes,1/1). The reactor was cooled to about 20° C. and the vessel was char... The reactants are C(=O)(O)CCCOC=1C=C2C=CC(NC2=CC1)=O (6-(3-carboxy)propoxycarbostyril), [Na+].[Cl-] (NaCl), BrC(=O)OC (methyl bromoformate), CNC1CCCCC1 (N-methylcyclohexylamine). The solvent is O1CCCC1 (tetrahydrofuran), N1=CC=CC=C1 (pyridine). Run at time 1 hour. The product is CN(C(=O)CCCOC=1C=C2C=CC(NC2=CC1)=O)C1CCCCC1 (6-[3-(N-methyl-N-cyclohexylaminocarbonyl)propoxy]carbostyril). As a reaction SMILES: [C:1]([CH2:4][CH2:5][CH2:6][O:7][C:8]1[CH:9]=[C:10]2[C:15](=[CH:16][CH:17]=1)[NH:14][C:13](=[O:18])[CH:12]=[CH:11]2)([OH:3])=O.BrC(OC)=O.[CH3:24][NH:25][CH:26]1[CH2:31][CH2:30][CH2:29][CH2:28][CH2:27]1.[Na+].[Cl-]>O1CCCC1.N1C=CC=CC=1>[CH3:24][N:25]([CH:26]1[CH2:31][CH2:30][CH2:29][CH2:28][CH2:27]1)[C:1]([CH2:4][CH2:5][CH2:6][O:7][C:8]1[CH:9]=[C:10]2[C:15](=[CH:16][CH:17]=1)[NH:14][C:13](=[O:18])[CH:12]=[CH:11]2)=[O:3] |f:3.4|. Procedure: 2.5 Grams of 6-(3-carboxy)propoxycarbostyril and 1.8 ml of pyridine are added to 50 ml of tetrahydrofuran, and then 1.0 ml of methyl bromoformate is added dropwise to said solution under external ice cooling and agitation while maintaining the internal temperature at 5°-15° C. after addition, the mixture is further agitated at room temperature for 1 hour and then added with 1.2 g of N-methylcyclohexylamine, followed by additional 3-hour agitation. The reaction solution is poured into 200 ml of s... Reactants: BrC/C=C(/C(OCC)OCC)\C ((E)-4-bromo-1,1-diethoxy-2-methyl-2-butene), COC=1C=C(C=CC1)O (m-methoxyphenol), C([O-])([O-])=O.[K+].[K+] (potassium carbonate). Reaction conditions: time 43 hour. The solvent is CN(C=O)C (dimethylformamide), O (water). Reported procedure: A mixture of 12.65 g of crude (E)-4-bromo-1,1-diethoxy-2-methyl-2-butene, 6.4 ml of m-methoxyphenol, and 8.1 anhydrous potassium carbonate in 100 ml sieve dried dimethylformamide is stirred at room temperature under nitrogen for about 43 hours and the reaction mixture diluted to 500 ml with water and extracted with a 300 ml and two 100 ml portions of hexane. The combined hexane extracts are washed with two portions of brine and dried with sodium sulfate. Concentration of the hexane extracts yiel... Yields the product C(C)OC(\C(=C\COC1=CC(=CC=C1)OC)\C)OCC ((E)-1,1-diethoxy-(4-m-methoxyphenoxy)-2-methyl-2-butene). As a reaction SMILES: Br[CH2:2]/[CH:3]=[C:4](\[CH3:12])/[CH:5]([O:9][CH2:10][CH3:11])[O:6][CH2:7][CH3:8].[CH3:13][O:14][C:15]1[CH:16]=[C:17]([OH:21])[CH:18]=[CH:19][CH:20]=1.C(=O)([O-])[O-].[K+].[K+]>CN(C)C=O.O>[CH2:7]([O:6][CH:5]([O:9][CH2:10][CH3:11])/[C:4](/[CH3:12])=[CH:3]/[CH2:2][O:21][C:17]1[CH:18]=[CH:19][CH:20]=[C:15]([O:14][CH3:13])[CH:16]=1)[CH3:8] |f:2.3.4|. Reactants: C(C)(C)(C)OC(=O)N1CCCC2=CC(=CN=C12)Br (6-bromo-3,4-dihydro-2H-[1,8]naphthyridine-1-carboxylic acid tert-butyl ester), NaH2PO4, [O-]S(=O)[O-].[Na+].[Na+] (Na2SO3), CCOC(=O)C (EtOAc), NaMnO4, C(Cl)Cl (CH2Cl2). Run in C(C)(C)(C)O (t-butanol), O (water), O (water). Reaction conditions: temperature 50 celsius. Product: C(C)(C)(C)OC(=O)N1CCC(C2=CC(=CN=C12)Br)=O (6-bromo-4-oxo-3,4-dihydro-2H-[1,8]naphthyridine-1-carboxylic acid tert-butyl ester). As a reaction SMILES: [C:1]([O:5][C:6]([N:8]1[C:17]2[C:12](=[CH:13][C:14]([Br:18])=[CH:15][N:16]=2)[CH2:11][CH2:10][CH2:9]1)=[O:7])([CH3:4])([CH3:3])[CH3:2].[O-:19]S([O-])=O.[Na+].[Na+].CCOC(C)=O.C(Cl)Cl>C(O)(C)(C)C.O>[C:1]([O:5][C:6]([N:8]1[C:17]2[C:12](=[CH:13][C:14]([Br:18])=[CH:15][N:16]=2)[C:11](=[O:19])[CH2:10][CH2:9]1)=[O:7])([CH3:4])([CH3:2])[CH3:3] |f:1.2.3|. Procedure details: A mixture of 6-bromo-3,4-dihydro-2H-[1,8]naphthyridine-1-carboxylic acid tert-butyl ester (2.16 g, 6.90 mmol) and NaH2PO4 (2.38 g, 17.2 mmol) in t-butanol and water (1:1 mixture, 300 mL) is heated to 50° C. and NaMnO4 (11.4 g, 32.2 mmol) solution (aq.) is added. The mixture is heated for 2 hrs. The reaction mixture is cooled and solid Na2SO3 is added until the purple color disappears. 50 mL of EtOAc and 50 mL of water are added and the mixture is filtered through diatomaceous earth to remove the... Starting materials: C1(=CC=CC=C1)CC1OC1 (2-(phenylmethyl)oxirane), [NH4+].[OH-] (NH4OH). Run at time 12 hour. The product is NCC(CC1=CC=CC=C1)O (1-amino-3-phenyl-2-propanol). As a reaction SMILES: [C:1]1([CH2:7][CH:8]2[CH2:10][O:9]2)[CH:6]=[CH:5][CH:4]=[CH:3][CH:2]=1.[NH4+:11].[OH-]>>[NH2:11][CH2:10][CH:8]([OH:9])[CH2:7][C:1]1[CH:6]=[CH:5][CH:4]=[CH:3][CH:2]=1 |f:1.2|. Procedure: A solution of 2-(phenylmethyl)oxirane (7.5 g, 56.3 mmol) in NH4OH (100 mL) was stirred at 25° C. in a sealed tube. After 12 h, the solution was concentrated and used directly: LCMS (ES) m/e 152 (M+H)+.